Dataset: the Open Reaction Database (ORD), a public repository of structured organic reaction records. Task: describe an organic reaction: reactants, conditions, products, and yield The reactants are Cl.COC1=CC=2C3=C(NC2C=C1)CCN(C3)CC3=CC=CC=C3 (2,3,4,5-tetrahydro-8-methoxy-2-(phenylmethyl)-1H-pyrido[4,3-b]indole monohydrochloride), [BH4-].[Na+] (Sodium borohydride), Ice water. Solvent: COCCOCCOC (2-methoxyethyl ether). Reaction conditions: time 8 hour. Yields the product COC1=CC=2[C@H]3[C@H](NC2C=C1)CCN(C3)CC3=CC=CC=C3 ((±)-trans-2,3,4,4a,5,9b-hexahydro-8-methoxy-2-(phenylmethyl)-1H-pyrido[4,3-b]indole). Isolated yield 32.0%. Reaction SMILES: Cl.[CH3:2][O:3][C:4]1[CH:12]=[CH:11][C:10]2[NH:9][C:8]3[CH2:13][CH2:14][N:15]([CH2:17][C:18]4[CH:23]=[CH:22][CH:21]=[CH:20][CH:19]=4)[CH2:16][C:7]=3[C:6]=2[CH:5]=1.[BH4-].[Na+]>COCCOCCOC>[CH3:2][O:3][C:4]1[CH:12]=[CH:11][C:10]2[NH:9][C@@H:8]3[CH2:13][CH2:14][N:15]([CH2:17][C:18]4[CH:23]=[CH:22][CH:21]=[CH:20][CH:19]=4)[CH2:16][C@H:7]3[C:6]=2[CH:5]=1 |f:0.1,2.3|. Procedure details: A mixture of 2,3,4,5-tetrahydro-8-methoxy-2-(phenylmethyl)-1H-pyrido[4,3-b]indole monohydrochloride (39.5 g), prepared as described in J. Org. Chem. 44:1063-1068 (1979), in 2-methoxyethyl ether (250 ml) was stirred and cooled in an ice bath, under a N2 flow. Sodium borohydride (11.7 g, solid) was added in 8 portions. The mixture was stirred overnight at room temperature, then cooled to 5° C. Ice water (500 ml) was added dropwise. Precipitation resulted. The mixture was stirred for 2 hours. The p... Reactants: COC1=C(CN2C(CC[C@@H]2C#C)=O)C=CC(=C1)OC ((5R)-1-(2,4-Dimethoxybenzyl)-5-ethynylpyrrolidin-2-one), O (water), BrC1=CC=C(C(=N1)OC)Cl (6-bromo-3-chloro-2-methoxypyridine), Cl.N[C@H](CCC(=O)OC)C(=O)OC (dimethyl (R)-glutamate hydrochloride), raw material. Reagents/catalysts: Cl[Pd]([P](C1=CC=CC=C1)(C2=CC=CC=C2)C3=CC=CC=C3)([P](C4=CC=CC=C4)(C5=CC=CC=C5)C6=CC=CC=C6)Cl (bis(triphenylphosphine)palladium(II) dichloride), [Cu](I)I (copper iodide). Run in C(C)N(CC)CC (triethylamine), C(C)#N (acetonitrile). Reaction conditions: time 4 hour. The product is ClC=1C=CC(=NC1OC)C#C[C@H]1CCC(N1CC1=C(C=C(C=C1)OC)OC)=O ((5R)-5-[(5-Chloro-6-methoxypyridin-2-yl)ethynyl]-1-(2,4-dimethoxybenzyl)pyrrolidin-2-one). Yield: 52.0%. Reaction SMILES: [CH3:1][O:2][C:3]1[CH:17]=[C:16]([O:18][CH3:19])[CH:15]=[CH:14][C:4]=1[CH2:5][N:6]1[C@@H:10]([C:11]#[CH:12])[CH2:9][CH2:8][C:7]1=[O:13].Cl.N[C@@H](C(OC)=O)CCC(OC)=O.Br[C:34]1[N:39]=[C:38]([O:40][CH3:41])[C:37]([Cl:42])=[CH:36][CH:35]=1.O>C(#N)C.C(N(CC)CC)C.Cl[Pd](Cl)([P](C1C=CC=CC=1)(C1C=CC=CC=1)C1C=CC=CC=1)[P](C1C=CC=CC=1)(C1C=CC=CC=1)C1C=CC=CC=1.[Cu](I)I>[Cl:42][C:37]1[CH:36]=[CH:35][C:34]([C:12]#[C:11][C@@H:10]2[N:6]([CH2:5][C:4]3[CH:14]=[CH:15][C:16]([O:18][CH3:19])=[CH:17][C:3]=3[O:2][CH3:1])[C:7](=[O:13])[CH2:8][CH2:9]2)=[N:39][C:38]=1[O:40][CH3:41] |f:1.2,^1:56,75|. Reported procedure: (5R)-1-(2,4-Dimethoxybenzyl)-5-ethynylpyrrolidin-2-one (600 mg, synthesized according to Tetrahedron Asymmetry, 1995, 239 using dimethyl (R)-glutamate hydrochloride as a raw material) in acetonitrile (6 mL) was added to a solution of 6-bromo-3-chloro-2-methoxypyridine (667 mg), bis(triphenylphosphine)palladium(II) dichloride (81 mg) and copper iodide (22 mg) in triethylamine (12 mL) in a nitrogen gas stream at 40° C. over 30 minutes. The mixture was stirred at room temperature for four hours. Th... The reactants are C1(CCCCC1)N=C=NC1CCCCC1 (dicyclohexylcarbodiimide), cuprous chloride, C(C)(C)O (isopropanol). Solvent: C(C)(=O)OCC (ethyl acetate). Conditions: temperature 55 celsius, time 6 hour. Yields the product C(C)(C)OC(NC1CCCCC1)=NC1CCCCC1 (O-isopropyl-N,N'-dicyclohexyl-isourea). Yield: 80.2%. Reaction SMILES: [CH:1]1([N:7]=[C:8]=[N:9][CH:10]2[CH2:15][CH2:14][CH2:13][CH2:12][CH2:11]2)[CH2:6][CH2:5][CH2:4][CH2:3][CH2:2]1.[CH:16]([OH:19])([CH3:18])[CH3:17]>C(OCC)(=O)C>[CH:16]([O:19][C:8](=[N:7][CH:1]1[CH2:2][CH2:3][CH2:4][CH2:5][CH2:6]1)[NH:9][CH:10]1[CH2:15][CH2:14][CH2:13][CH2:12][CH2:11]1)([CH3:18])[CH3:17]. Procedure details: A mixture of 3.09 g of dicyclohexylcarbodiimide, 30 mg of cuprous chloride and 994 mg of isopropanol was stirred under an inert atmosphere at 55° C. for 6 hours and was then diluted with ethyl acetate. The organic phase was washed with water, then with N ammonium hydroxide solution, was dried and filtered. The filtrate was evaporated to dryness under reduced pressure to obtain 3.2 g of O-isopropyl-N,N'-dicyclohexyl-isourea which was used as is for the next step. Reactants: CCO, CN(C)C=NS(=O)(=O)c1cc(CN2CCC(Oc3ccc4cnccc4c3)CC2)ccc1Cl, Cl, [Na+], [OH-]. The product is NS(=O)(=O)c1cc(CN2CCC(Oc3ccc4cnccc4c3)CC2)ccc1Cl. RXN SMILES: [CH3:37][CH2:38][OH:39].[Cl:1][c:2]1[c:3]([S:26](=[O:27])(=[O:28])[N:29]=[CH:30][N:31]([CH3:32])[CH3:33])[cH:4][c:5]([CH2:8][N:9]2[CH2:10][CH2:11][CH:12]([O:15][c:16]3[cH:17][c:18]4[cH:19][cH:20][n:21][cH:22][c:23]4[cH:24][cH:25]3)[CH2:13][CH2:14]2)[cH:6][cH:7]1.[ClH:36].[Na+:35].[OH-:34]>>[Cl:1][c:2]1[c:3]([S:26](=[O:27])(=[O:28])[NH2:29])[cH:4][c:5]([CH2:8][N:9]2[CH2:10][CH2:11][CH:12]([O:15][c:16]3[cH:17][c:18]4[cH:19][cH:20][n:21][cH:22][c:23]4[cH:24][cH:25]3)[CH2:13][CH2:14]2)[cH:6][cH:7]1. The solvent is C1CCOC1 (THF). Yields the product FC=1C=C(C=CC1)[C@]12C(OC[C@@H]2C1)=O ((1S,5R)-1-(3-fluorophenyl)-3-oxabicyclo[3.1.0]hexan-2-one). Starting materials: O (water), FC=1C=C(C=CC1)CC#N (3-Fluoro phenyl acetonitrile), C1[C@@H](O1)CCl (R-(−)-epichlorohydrin), C[Si](C)(C)[N-][Si](C)(C)C.[Na+] (NaHMDS). Run at temperature 0 celsius, time 1 hour. Procedure details: 3-Fluoro phenyl acetonitrile (70 g) was dissolved in THF (500 ml), and NaHMDS (1000 ml, 1.06 M) was then added dropwise to the solution under cooling in an ice-salt bath. The obtained mixture was stirred for 1 hour, and R-(−)-epichlorohydrin (40.6 ml) was then added dropwise to the reaction solution (approximately 10 minutes, internal temperature<10° C.). The obtained mixture was stirred for 2 hours (wherein the internal temperature was maintained around 0° C.), and it was then stirred at room t... RXN SMILES: [F:1][C:2]1[CH:3]=[C:4]([CH2:8][C:9]#N)[CH:5]=[CH:6][CH:7]=1.C[Si]([N-][Si](C)(C)C)(C)C.[Na+].[CH2:21]1[O:23][C@H:22]1[CH2:24]Cl.[OH2:26]>C1COCC1>[F:1][C:2]1[CH:3]=[C:4]([C@:8]23[CH2:9][C@H:24]2[CH2:22][O:23][C:21]3=[O:26])[CH:5]=[CH:6][CH:7]=1 |f:1.2|.